Dataset: the Open Reaction Database (ORD), a public repository of structured organic reaction records. Task: describe an organic reaction: reactants, conditions, products, and yield Run in CC(=O)C (acetone). Yield: 65.0%. As a reaction SMILES: [F:1][C:2]1[CH:7]=[CH:6][CH:5]=[CH:4][C:3]=1[N:8]1[CH2:13][CH2:12][NH:11][CH2:10][CH2:9]1.C(=O)([O-])[O-].[K+].[K+].[I-].[K+].[CH2:22]([C:29]1[N:30]=[C:31]([CH2:36][CH:37]2[CH2:42][CH2:41][CH2:40][CH2:39][CH2:38]2)[O:32][C:33]=1[CH2:34]Cl)[C:23]1[CH:28]=[CH:27][CH:26]=[CH:25][CH:24]=1>CC(C)=O>[CH2:22]([C:29]1[N:30]=[C:31]([CH2:36][CH:37]2[CH2:42][CH2:41][CH2:40][CH2:39][CH2:38]2)[O:32][C:33]=1[CH2:34][N:11]1[CH2:12][CH2:13][N:8]([C:3]2[CH:4]=[CH:5][CH:6]=[CH:7][C:2]=2[F:1])[CH2:9][CH2:10]1)[C:23]1[CH:24]=[CH:25][CH:26]=[CH:27][CH:28]=1 |f:1.2.3,4.5|. Procedure details: A suspension containing 2-fluorophenylpiperazine (2.0 mmole), potassium carbonate (4.0 mmole), potassium iodide (1.0 mmole) and 4-benzyl-5-chloromethyl-2-cyclohexylmethyl oxazole (2.0 mmole) from example 8, was stirred in acetone (20 ml) at ambient temperature for 18 hr. The solvent was removed in vacuo, water (50 ml) added and the product extracted into ethyl acetate (3×50 ml). The combined organics were washed with water (50 ml), dried over anhydrous sodium sulfate, filtered and concentrated i... Product: C(C1=CC=CC=C1)C=1N=C(OC1CN1CCN(CC1)C1=C(C=CC=C1)F)CC1CCCCC1 (1-(4-Benzyl-2-cyclohexylmethyl-oxazol-5-ylmethyl)-4-(2-fluorophenyl)-piperazine). The reactants are FC1=C(C=CC=C1)N1CCNCC1 (2-fluorophenylpiperazine), C([O-])([O-])=O.[K+].[K+] (potassium carbonate), [I-].[K+] (potassium iodide), C(C1=CC=CC=C1)C=1N=C(OC1CCl)CC1CCCCC1 (4-benzyl-5-chloromethyl-2-cyclohexylmethyl oxazole). The reactants are C12(C3CCC(C(CCC1)C2)C3)NC(CN3C(C=2C(C3=O)=CC=CC2)=O)=O (N-(1-tricyclo[4.3.1.12,5 ]undecyl)-2-phthalimidoacetamide), O.NN (hydrazine hydrate), C(C)O (ethanol), Cl (hydrochloric acid), Cl (hydrogen chloride). Solvent: C1=CC=CC=C1 (benzene). Conditions: time 2 hour. Product: Cl.C12(C3CCC(C(CCC1)C2)C3)NC(CN)=O (N-(1-tricyclo[4.3.1.12,5 ]undecyl)-2-aminoacetamide hydrochloride). As a reaction SMILES: [C:1]12([NH:12][C:13](=[O:26])[CH2:14][N:15]3C(=O)C4=CC=CC=C4C3=O)[CH2:10][CH:6]([CH2:7][CH2:8][CH2:9]1)[CH:5]1[CH2:11][CH:2]2[CH2:3][CH2:4]1.O.NN.C(O)C.[ClH:33]>C1C=CC=CC=1>[ClH:33].[C:1]12([NH:12][C:13](=[O:26])[CH2:14][NH2:15])[CH2:10][CH:6]([CH2:7][CH2:8][CH2:9]1)[CH:5]1[CH2:11][CH:2]2[CH2:3][CH2:4]1 |f:1.2,6.7|. Procedure: A mixture of 1.39 g (3.94 millimoles) of N-(1-tricyclo[4.3.1.12,5 ]undecyl)-2-phthalimidoacetamide, 0.30 g (4.37 millimoles) of 80% hydrazine hydrate and 10 ml of ethanol was refluxed under agitation for 4 hours. The reaction temperature was lowered to 60° C., and 5 ml of 10% hydrochloric acid was added and the mixture was agitated for 2 hours. After cooling, the precipitate was recovered by filtration, and the pH of the filtrate was adjusted to 9 with a 5% aqueous solution of sodium hydroxide a... The reactants are O=C([O-])[O-], CC(=O)OCCCc1cccc(C#N)n1, CO, [K+], [K+]. Yields the product N#Cc1cccc(CCCO)n1. RXN SMILES: [C:16](=[O:17])([O-:18])[O-:19].[C:1](=[O:2])([CH3:3])[O:4][CH2:5][CH2:6][CH2:7][c:8]1[n:9][c:10]([C:14]#[N:15])[cH:11][cH:12][cH:13]1.[CH3:22][OH:23].[K+:20].[K+:21]>>[OH:4][CH2:5][CH2:6][CH2:7][c:8]1[n:9][c:10]([C:14]#[N:15])[cH:11][cH:12][cH:13]1. The reactants are O[C@@H](CN1CCN(C2CC12)C(=O)OC(C)(C)C)C1=C(C2=C(C(OC2)=O)C=C1)C (tert-butyl (±)5-[(2R)-2-hydroxy-2-(4-methyl-1-oxo-1,3-dihydro-2-benzofuran-5-yl)ethyl]-2,5-diazabicyclo[4.1.0]heptane-2-carboxylate), C(=O)(C(F)(F)F)O (TFA). The solvent is C(Cl)Cl (DCM). Product: OC(=O)C(F)(F)F.C12N(CCNC2C1)C[C@H](O)C1=C(C2=C(C(OC2)=O)C=C1)C (5-{(1R)-2-[(±)-2,5-diazabicyclo[4.1.0]hept-2-yl]-1-hydroxyethyl}-4-methyl-2-benzofuran-1(3H)-one TFA salt). As a reaction SMILES: [OH:1][C@H:2]([C:18]1[CH:27]=[CH:26][C:21]2[C:22](=[O:25])[O:23][CH2:24][C:20]=2[C:19]=1[CH3:28])[CH2:3][N:4]1[CH:10]2[CH:8]([CH2:9]2)[N:7](C(OC(C)(C)C)=O)[CH2:6][CH2:5]1.[C:29]([OH:35])([C:31]([F:34])([F:33])[F:32])=[O:30]>C(Cl)Cl>[OH:35][C:29]([C:31]([F:34])([F:33])[F:32])=[O:30].[CH:10]12[CH2:9][CH:8]1[NH:7][CH2:6][CH2:5][N:4]2[CH2:3][C@@H:2]([C:18]1[CH:27]=[CH:26][C:21]2[C:22](=[O:25])[O:23][CH2:24][C:20]=2[C:19]=1[CH3:28])[OH:1] |f:3.4|. Procedure: In a round bottom flask charged with stirring bar, tert-butyl (±)5-[(2R)-2-hydroxy-2-(4-methyl-1-oxo-1,3-dihydro-2-benzofuran-5-yl)ethyl]-2,5-diazabicyclo[4.1.0]heptane-2-carboxylate (502 mg, 1.292 mmol) was dissolved in DCM (5 mL) and was treated with TFA (2 mL, 26.0 mmol) at room temperature for 3 hours. Then solvent was removed on rotavapor. Residue was re-dissolved in small amount of DCM and evaporated to take out remained TFA. Then it was dried on high vacuum pump for 4 hours to remove extr... RXN SMILES: [C:1]([CH3:2])([CH3:3])([CH3:4])[O:5][C:6](=[O:7])[N:8]1[CH2:9][CH2:10][CH:11]([n:14]2[n:15][cH:16][c:17]3[c:18]2[n:19][cH:20][n:21][c:22]3[Cl:23])[CH2:12][CH2:13]1.[C:37](=[O:38])([O-:39])[O-:40].[CH3:49][N:50]([CH3:51])[CH:52]=[O:53].[K+:41].[K+:42].[Na+:43].[Na+:44].[O-:45][C:46](=[O:47])[O-:48].[OH:24][c:25]1[cH:26][c:27]([CH3:36])[c:28]([NH:31][S:32](=[O:33])(=[O:34])[CH3:35])[cH:29][cH:30]1>>[C:1]([CH3:2])([CH3:3])([CH3:4])[O:5][C:6](=[O:7])[N:8]1[CH2:9][CH2:10][CH:11]([n:14]2[n:15][cH:16][c:17]3[c:18]2[n:19][cH:20][n:21][c:22]3[O:24][c:25]2[cH:26][c:27]([CH3:36])[c:28]([NH:31][S:32](=[O:33])(=[O:34])[CH3:35])[cH:29][cH:30]2)[CH2:12][CH2:13]1. Yields the product Cc1cc(Oc2ncnc3c2cnn3C2CCN(C(=O)OC(C)(C)C)CC2)ccc1NS(C)(=O)=O. Reactants: CC(C)(C)OC(=O)N1CCC(n2ncc3c(Cl)ncnc32)CC1, O=C([O-])[O-], CN(C)C=O, [K+], [K+], [Na+], [Na+], O=C([O-])[O-], Cc1cc(O)ccc1NS(C)(=O)=O.